From a dataset of the Open Reaction Database (ORD), a public repository of structured organic reaction records. describe an organic reaction: reactants, conditions, products, and yield Product: OC1=C(C=C2C(NC(=N2)C)=O)C=CC=C1 (3,5-dihydro-5-(2′-hydroxybenzylidene)-2-methylimidazol-4-one). Conditions: temperature -40 celsius. Isolated yield 83.5%. Starting materials: B(Br)(Br)Br (boron tribromide), COC1=C(C=C2C(NC(=N2)C)=O)C=CC=C1 (3,5-Dihydro-5-(2′-methoxybenzylidene)-2-methylimidazol-4-one), ice water. Reaction SMILES: C[O:2][C:3]1[CH:16]=[CH:15][CH:14]=[CH:13][C:4]=1[CH:5]=[C:6]1[N:10]=[C:9]([CH3:11])[NH:8][C:7]1=[O:12].B(Br)(Br)Br>ClCCl>[OH:2][C:3]1[CH:16]=[CH:15][CH:14]=[CH:13][C:4]=1[CH:5]=[C:6]1[N:10]=[C:9]([CH3:11])[NH:8][C:7]1=[O:12]. Reported procedure: 3,5-Dihydro-5-(2′-methoxybenzylidene)-2-methylimidazol-4-one (1.28 g) was dissolved in dichloromethane (20 ml) and boron tribromide (4.5 g) was added dropwise while stirring at −40° C. Thereafter, the mixture was stirred for 2 hr under ice-cooling and the reaction mixture was poured into ice water and extracted with chloroform. The organic layer was dried over anhydrous sodium sulfate and concentrated under reduced pressure to give 3,5-dihydro-5-(2′-hydroxybenzylidene)-2-methylimidazol-4-one (1 ... Run in ClCCl (dichloromethane). The reactants are NC=1C=CC2=C(S(C3=C2C=CC(=C3)N)(=O)=O)C1 (3,7-diamino-dibenzothiophene S,S-dioxide), C(C1=CC=CC=C1)(=O)Cl (benzoyl chloride). Yields the product O=S1(C2=C(C3=C1C=C(C=C3)NC(=O)C3=CC=CC=C3)C=CC(=C2)NC(=O)C2=CC=CC=C2)=O (N,N'-(5,5-Dioxodibenzothiophene-3,7-diyl) bisbenzenamide). RXN SMILES: [NH2:1][C:2]1[CH:3]=[CH:4][C:5]2[C:9]3[CH:10]=[CH:11][C:12]([NH2:14])=[CH:13][C:8]=3[S:7](=[O:16])(=[O:15])[C:6]=2[CH:17]=1.[C:18](Cl)(=[O:25])[C:19]1[CH:24]=[CH:23][CH:22]=[CH:21][CH:20]=1>>[O:15]=[S:7]1(=[O:16])[C:8]2[CH:13]=[C:12]([NH:14][C:18]([C:19]3[CH:24]=[CH:23][CH:22]=[CH:21][CH:20]=3)=[O:25])[CH:11]=[CH:10][C:9]=2[C:5]2[CH:4]=[CH:3][C:2]([NH:1][C:18]([C:19]3[CH:24]=[CH:23][CH:22]=[CH:21][CH:20]=3)=[O:25])=[CH:17][C:6]1=2. Reported procedure: The procedure of Example 60 was followed using 3,7-diamino-dibenzothiophene S,S-dioxide and benzoyl chloride giving the desired product as a yellow solid. Starting materials: CCOC(C)=O, [I-], [Na+], C1CCOC1, O=S(=O)(c1ccccc1)N1CC1c1ccc(Br)cc1, O=C=Nc1ccccc1. Yields the product O=C1N(c2ccccc2)C(c2ccc(Br)cc2)CN1S(=O)(=O)c1ccccc1. RXN SMILES: [CH3:36][CH2:37][O:38][C:39](=[O:40])[CH3:41].[I-:21].[Na+:20].[O:31]1[CH2:32][CH2:33][CH2:34][CH2:35]1.[c:1]1([S:7](=[O:8])(=[O:9])[N:10]2[CH:11]([c:13]3[cH:14][cH:15][c:16]([Br:19])[cH:17][cH:18]3)[CH2:12]2)[cH:2][cH:3][cH:4][cH:5][cH:6]1.[c:22]1([N:28]=[C:29]=[O:30])[cH:23][cH:24][cH:25][cH:26][cH:27]1>>[c:1]1([S:7](=[O:8])(=[O:9])[N:10]2[CH2:12][CH:11]([c:13]3[cH:14][cH:15][c:16]([Br:19])[cH:17][cH:18]3)[N:28]([c:22]3[cH:23][cH:24][cH:25][cH:26][cH:27]3)[C:29]2=[O:30])[cH:2][cH:3][cH:4][cH:5][cH:6]1. Starting materials: COC1=C(C(=C(C(=C1)OCOC)OC)SC)OCOC (1,4-dimethoxy-2,5-bis(methoxymethoxy)-3-(methylthio)benzene), ICCCCCC1=C(C(=CC(=C1OCOC)OC)OCOC)OC (1-(5-iodopent-1-yl)-2,5-dimethoxy-3,6-bis(methoxymethoxy)benzene), CN(CCN(C)C)C (N,N,N',N'-tetramethylethylenediamine), C(CCC)[Li] (n-butyllithium). Run in C1(=CC=CC=C1)C (toluene), CN(P(N(C)C)(N(C)C)=O)C (hexamethylphosphoric triamide), C(C)OCC (diethyl ether), C1(=CC=CC=C1)C (toluene). Run at temperature -78 celsius, time 30 minute. Product: COC1=C(C(=C(C=C1OCOC)OC)OCOC)CCCCCC1=C(C(=C(C(=C1OCOC)OC)SC)OCOC)OC (1-[2,5-dimethoxy3,6-bis(methoxymethoxy)phenyl]-5-[2,5-dimethoxy-3,6-bis(methoxymethoxy)-4-(methylthio)phenyl]pentane). Reaction SMILES: [CH3:1][O:2][C:3]1[CH:8]=[C:7]([O:9][CH2:10][O:11][CH3:12])[C:6]([O:13][CH3:14])=[C:5]([S:15][CH3:16])[C:4]=1[O:17][CH2:18][O:19][CH3:20].CN(C)CCN(C)C.C([Li])CCC.I[CH2:35][CH2:36][CH2:37][CH2:38][CH2:39][C:40]1[C:45]([O:46][CH2:47][O:48][CH3:49])=[C:44]([O:50][CH3:51])[CH:43]=[C:42]([O:52][CH2:53][O:54][CH3:55])[C:41]=1[O:56][CH3:57]>C1(C)C=CC=CC=1.CN(C)P(=O)(N(C)C)N(C)C.C(OCC)C>[CH3:57][O:56][C:41]1[C:42]([O:52][CH2:53][O:54][CH3:55])=[CH:43][C:44]([O:50][CH3:51])=[C:45]([O:46][CH2:47][O:48][CH3:49])[C:40]=1[CH2:39][CH2:38][CH2:37][CH2:36][CH2:35][C:8]1[C:7]([O:9][CH2:10][O:11][CH3:12])=[C:6]([O:13][CH3:14])[C:5]([S:15][CH3:16])=[C:4]([O:17][CH2:18][O:19][CH3:20])[C:3]=1[O:2][CH3:1]. Procedure details: 150 Milligrams of 1,4-dimethoxy-2,5-bis(methoxymethoxy)-3-(methylthio)benzene was dissolved in a mixed solvent of 4 ml of toluene with 1 ml of hexamethylphosphoric triamide, to this solution was added 0.104 ml of N,N,N',N'-tetramethylethylenediamine was added, then the whole mixture was cooled to -78° C. on a dry ice-acetone bath. 0.466 Milliliter of n-butyllithium (1.6 M, n-hexane solution) was added dropwise thereto and stirred for 30 minutes. Next, 8 ml of toluene solution containing 269 mg o... The reactants are C(Cl)Cl (MeCl2), NC1=C(C=C(C=C1)O)[N+](=O)[O-] (4-amino-3-nitrophenol), NC1=C(C=C(OC2=CC(=NC=C2)C(=O)NC)C=C1)[N+](=O)[O-] ([4-(4-amino-3-nitrophenoxy)(2-pyridyl)]-N-methylcarboxamide), C([O-])([O-])=O.[Na+].[Na+] (sodium carbonate). The solvent is O (water), C(C)(=O)OCC (ethyl acetate), COCCOC.O (DME H2O). Conditions: temperature 100 celsius. Product: [N+](=O)([O-])NC1=CC=CC=C1 (nitroaniline). As a reaction SMILES: N[C:2]1[CH:7]=[CH:6][C:5](O)=[CH:4][C:3]=1[N+:9]([O-])=O.NC1C=CC(OC2C=CN=C(C(NC)=O)C=2)=CC=1[N+:30]([O-:32])=[O:31].C(=O)([O-])[O-].[Na+].[Na+].C(Cl)Cl>COCCOC.O.O.C(OCC)(=O)C>[N+:30]([NH:9][C:3]1[CH:2]=[CH:7][CH:6]=[CH:5][CH:4]=1)([O-:32])=[O:31] |f:2.3.4,6.7|. Reported procedure: A solution of 5 (1 eq), 6 (1 eq), and sodium carbonate (1.2 eq) in DME/H2O (3:1) was degassed by bubbling argon through the solution for 10 minutes. Pd(II)(dppf)Cl2.MeCl2 (0.1 eq) was added to the reaction solution and the reaction was sealed. The reaction was heated at 100° C. overnight. The reaction was cooled to RT and ethyl acetate and water were added. The organic layer was separated from the aqueous layer. The aqueous layer was washed once more with ethyl acetate. The organic layers were c... Starting materials: O (water), C(C)(C)(C)OC(=O)C1=C(N=C(S1)C1=CC=CC=C1)NC(C1=CC=C(C=C1)C)=O (4-(4-methyl-benzoylamino)-2-phenyl-thiazole-5-carboxylic acid t-butyl ester), IC (iodomethane), [H-].[Na+] (NaH). Run in CN(C)C=O (DMF). Conditions: time 10 minute. Yields the product CN(C=1N=C(SC1C(=O)O)C1=CC=CC=C1)C(C1=CC=C(C=C1)C)=O (4-[Methyl-(4-methyl-benzoyl)-amino]-2-phenyl-thiazole-5-carboxylic acid). Reaction SMILES: C([O:5][C:6]([C:8]1[S:12][C:11]([C:13]2[CH:18]=[CH:17][CH:16]=[CH:15][CH:14]=2)=[N:10][C:9]=1[NH:19][C:20](=[O:28])[C:21]1[CH:26]=[CH:25][C:24]([CH3:27])=[CH:23][CH:22]=1)=[O:7])(C)(C)C.[H-].[Na+].I[CH3:32].O>CN(C=O)C>[CH3:32][N:19]([C:20](=[O:28])[C:21]1[CH:26]=[CH:25][C:24]([CH3:27])=[CH:23][CH:22]=1)[C:9]1[N:10]=[C:11]([C:13]2[CH:18]=[CH:17][CH:16]=[CH:15][CH:14]=2)[S:12][C:8]=1[C:6]([OH:5])=[O:7] |f:1.2|. Reported procedure: 4-(4-methyl-benzoylamino)-2-phenyl-thiazole-5-carboxylic acid t-butyl ester (50 mg) was dissolved in anhydrous DMF (5 mL). NaH (16 mg, 60% dispersion oil) was added. The mixture was stirred for 10 min., followed by adding iodomethane (25 μL). Stirring was continued for overnight and poured into water. The aqueous solution was extracted with methylene chloride, washed with water, brine and dried over MgSO4. Solvent was removed under reduced pressure. The residue was purified on silica gel using h... Run in C1CCOC1 (THF), O (H2O). Reagents/catalysts: C=1C=CC(=CC1)[P](C=2C=CC=CC2)(C=3C=CC=CC3)[Pd]([P](C=4C=CC=CC4)(C=5C=CC=CC5)C=6C=CC=CC6)([P](C=7C=CC=CC7)(C=8C=CC=CC8)C=9C=CC=CC9)[P](C=1C=CC=CC1)(C=1C=CC=CC1)C=1C=CC=CC1 (Pd(PPh3)4). Reported procedure: 1-((1-(5-bromopyrimidin-2-yl)piperidin-3-yl)methyl)-6-(1-methyl-1H-pyrazol-4-yl)-1H-[1,2,3]triazolo[4,5-b]pyrazine (20 mg, 0.0434 mmol), tert-butyl 4-(4-(4,4,5,5-tetramethyl-1,3,2-dioxaborolane-2-yl)-1H-pyrazol-1-yl)piperidine-1-carboxylate (20 mg, 0.053 mmol), Pd(PPh3)4 (2.6 mg, 0.0022 mmol), and Na2CO3 (17 mg, 0.13 mmol) were dissolved in THF (1 ml)+H2O (0.6 ml), and then the mixture was degassed with N2 (gas), followed by stirring at 80° C. for 2 hours. After the completion of the reaction, t... Yields the product CN1N=CC(=C1)C1=CN=C2C(=N1)N(N=N2)CC2CN(CCC2)C2=NC=C(C=N2)C2=NN(C=C2)C2CCN(CC2)C(=O)OC(C)(C)C (tert-butyl 4-(3-(2-(3-((6-(1-methyl-1H-pyrazol-4-yl)-1H-[1,2,3]triazolo[4,5-b]pyrazin-1-yl)methyl)piperidin-1-yl)pyrimidin-5-yl)-1H-pyrazol-1-yl)piperidine-1-carboxylate). RXN SMILES: Br[C:2]1[CH:3]=[N:4][C:5]([N:8]2[CH2:13][CH2:12][CH2:11][CH:10]([CH2:14][N:15]3[C:19]4=[N:20][C:21]([C:24]5[CH:25]=[N:26][N:27]([CH3:29])[CH:28]=5)=[CH:22][N:23]=[C:18]4[N:17]=[N:16]3)[CH2:9]2)=[N:6][CH:7]=1.CC1(C)C(C)(C)OB([C:38]2[CH:39]=[N:40][N:41]([CH:43]3[CH2:48][CH2:47][N:46]([C:49]([O:51][C:52]([CH3:55])([CH3:54])[CH3:53])=[O:50])[CH2:45][CH2:44]3)[CH:42]=2)O1.C([O-])([O-])=O.[Na+].[Na+]>C1COCC1.O.C1C=CC([P]([Pd]([P](C2C=CC=CC=2)(C2C=CC=CC=2)C2C=CC=CC=2)([P](C2C=CC=CC=2)(C2C=CC=CC=2)C2C=CC=CC=2)[P](C2C=CC=CC=2)(C2C=CC=CC=2)C2C=CC=CC=2)(C2C=CC=CC=2)C2C=CC=CC=2)=CC=1>[CH3:29][N:27]1[CH:28]=[C:24]([C:21]2[N:20]=[C:19]3[N:15]([CH2:14][CH:10]4[CH2:11][CH2:12][CH2:13][N:8]([C:5]5[N:4]=[CH:3][C:2]([C:39]6[CH:38]=[CH:42][N:41]([CH:43]7[CH2:48][CH2:47][N:46]([C:49]([O:51][C:52]([CH3:55])([CH3:54])[CH3:53])=[O:50])[CH2:45][CH2:44]7)[N:40]=6)=[CH:7][N:6]=5)[CH2:9]4)[N:16]=[N:17][C:18]3=[N:23][CH:22]=2)[CH:25]=[N:26]1 |f:2.3.4,^1:72,74,93,112|. The reactants are BrC=1C=NC(=NC1)N1CC(CCC1)CN1N=NC=2C1=NC(=CN2)C=2C=NN(C2)C (1-((1-(5-bromopyrimidin-2-yl)piperidin-3-yl)methyl)-6-(1-methyl-1H-pyrazol-4-yl)-1H-[1,2,3]triazolo[4,5-b]pyrazine), CC1(OB(OC1(C)C)C=1C=NN(C1)C1CCN(CC1)C(=O)OC(C)(C)C)C (tert-butyl 4-(4-(4,4,5,5-tetramethyl-1,3,2-dioxaborolane-2-yl)-1H-pyrazol-1-yl)piperidine-1-carboxylate), C(=O)([O-])[O-].[Na+].[Na+] (Na2CO3). Yield: 92.1%. Run at temperature 80 celsius, time 2 hour.